From a dataset of the Open Reaction Database (ORD), a public repository of structured organic reaction records. describe an organic reaction: reactants, conditions, products, and yield The reactants are Cc1c(C(F)(F)F)nc[nH]c1=O, CC#N, N#Cc1cc(C(F)(F)F)cc(Cl)c1F, N#C[Cu], Nc1cc(C(F)(F)F)cc(Cl)c1F, O. Product: Cc1c(C(F)(F)F)ncn(-c2c(Cl)cc(C(F)(F)F)cc2C#N)c1=O. Reaction SMILES: [CH3:31][c:32]1[c:33]([C:39]([F:40])([F:41])[F:42])[n:34][cH:35][nH:36][c:37]1=[O:38].[CH3:43][C:44]#[N:45].[Cl:1][c:2]1[cH:3][c:4]([C:11]([F:12])([F:13])[F:14])[cH:5][c:6]([C:9]#[N:10])[c:7]1[F:8].[Cu:28][C:29]#[N:30].[NH2:15][c:16]1[cH:17][c:18]([C:19]([F:20])([F:21])[F:22])[cH:23][c:24]([Cl:25])[c:26]1[F:27].[OH2:46]>>[Cl:1][c:2]1[cH:3][c:4]([C:11]([F:12])([F:13])[F:14])[cH:5][c:6]([C:9]#[N:10])[c:7]1-[n:36]1[cH:35][n:34][c:33]([C:39]([F:40])([F:41])[F:42])[c:32]([CH3:31])[c:37]1=[O:38]. Reactants: CCO, COC(=O)C(O)CSc1ccc2cc(Cl)ccc2c1, Cl, [Na+], [OH-], O. The product is O=C(O)C(O)CSc1ccc2cc(Cl)ccc2c1. Reaction SMILES: [CH3:23][CH2:24][OH:25].[Cl:3][c:4]1[cH:5][c:6]2[cH:7][cH:8][c:9]([S:14][CH2:15][CH:16]([C:17](=[O:18])[O:19][CH3:20])[OH:21])[cH:10][c:11]2[cH:12][cH:13]1.[ClH:22].[Na+:2].[OH-:1].[OH2:26]>>[Cl:3][c:4]1[cH:5][c:6]2[cH:7][cH:8][c:9]([S:14][CH2:15][CH:16]([C:17](=[O:18])[OH:19])[OH:21])[cH:10][c:11]2[cH:12][cH:13]1. The reactants are COC=1C=C(C=CC1OC)CCN (2-(3,4-Dimethoxyphenyl)ethylamine), poly(4-vinylpyridine), CC1=C(C(=S)Cl)C=CC=C1 (2-methylthiobenzoyl chloride). As a reaction SMILES: [CH3:1][O:2][C:3]1[CH:4]=[C:5]([CH2:11][CH2:12][NH2:13])[CH:6]=[CH:7][C:8]=1[O:9][CH3:10].[CH3:14][C:15]1[CH:23]=[CH:22][CH:21]=[CH:20][C:16]=1[C:17](Cl)=[S:18]>ClCCl>[CH3:1][O:2][C:3]1[CH:4]=[C:5]([CH2:11][CH2:12][NH:13][C:17](=[S:18])[C:16]2[CH:20]=[CH:21][CH:22]=[CH:23][C:15]=2[CH3:14])[CH:6]=[CH:7][C:8]=1[O:9][CH3:10]. Reported procedure: 2-(3,4-Dimethoxyphenyl)ethylamine (4.8 ml), poly(4-vinylpyridine) (PVP) (5.7 g) and 2-methylthiobenzoyl chloride (5.3 g) were stirred in dichloromethane (50 ml) with cooling in a water bath at 20° for one night. The PVP was filtered off and washed with CHCl3. Evaporation of the extracts followed by flash chromatography (ethyl acetate/petroleum ether) gave the sub-title compound, mp 94°-95°. The solvent is ClCCl (dichloromethane). The product is COC=1C=C(C=CC1OC)CCNC(C1=C(C=CC=C1)C)=S (N-[(3,4-Dimethoxyphenyl)ethyl]-2-methylthio benzamide). Starting materials: COc1cc(Br)c(O)c(CO)c1, Br, CC(=O)O. Yields the product COc1cc(Br)c(O)c(CBr)c1. Reaction SMILES: [Br:2][c:3]1[c:4]([OH:13])[c:5]([CH2:6][OH:7])[cH:8][c:9]([O:11][CH3:12])[cH:10]1.[BrH:1].[CH3:14][C:15](=[O:16])[OH:17]>>[Br:1][CH2:6][c:5]1[c:4]([OH:13])[c:3]([Br:2])[cH:10][c:9]([O:11][CH3:12])[cH:8]1. Reactants: ClCC=1N=NC=CC1 (3-chloromethylpyridazine), CN=C=S (methyl isothiocyanate), C(CN)N (ethylenediamine), N1=NC(=CC=C1)CNCCN (N-(3-pyridazinylmethyl)ethylenediamine). The product is CNC(=S)NCCNCC=1N=NC=CC1 (N-methyl-N'-[2-(3-pyridazinylmethylamino)ethyl]thiourea). RXN SMILES: ClCC1N=NC=CC=1.C(N)CN.[N:13]1[CH:18]=[CH:17][CH:16]=[C:15]([CH2:19][NH:20][CH2:21][CH2:22][NH2:23])[N:14]=1.[CH3:24][N:25]=[C:26]=[S:27]>>[CH3:24][NH:25][C:26]([NH:23][CH2:22][CH2:21][NH:20][CH2:19][C:15]1[N:14]=[N:13][CH:18]=[CH:17][CH:16]=1)=[S:27]. Reported procedure: Reacting 3-chloromethylpyridazine with ethylenediamine by the procedure of Example 34 and reacting the resulting N-(3-pyridazinylmethyl)ethylenediamine with methyl isothiocyanate by the procedure of Example 3(b), then chromatographing gives N-methyl-N'-[2-(3-pyridazinylmethylamino)ethyl]thiourea. This intermediate is reacted with lead cyanamide by the procedure of Example 3(b) to give N-cyano-N'-methyl-N"-[2-(3-pyridazinylmethylamino)ethyl]guanidine. Hydrolysis of this compound by the procedure ... Reactants: CCOC(=O)c1cc2c(C(F)(F)F)cc(OCC(=O)OC(C)(C)C)cc2n1C, CC(=O)O, O=S(=O)(O)O. Yields the product CCOC(=O)c1cc2c(C(F)(F)F)cc(OCC(=O)O)cc2n1C. As a reaction SMILES: [C:1]([CH3:2])([CH3:3])([CH3:4])[O:5][C:6]([CH2:7][O:8][c:9]1[cH:10][c:11]([C:24]([F:25])([F:26])[F:27])[c:12]2[cH:13][c:14]([C:19](=[O:20])[O:21][CH2:22][CH3:23])[n:15]([CH3:18])[c:16]2[cH:17]1)=[O:28].[CH3:34][C:35](=[O:36])[OH:37].[S:29](=[O:30])(=[O:31])([OH:32])[OH:33]>>[O:5]=[C:6]([CH2:7][O:8][c:9]1[cH:10][c:11]([C:24]([F:25])([F:26])[F:27])[c:12]2[cH:13][c:14]([C:19](=[O:20])[O:21][CH2:22][CH3:23])[n:15]([CH3:18])[c:16]2[cH:17]1)[OH:28]. Starting materials: carboxylic esters, carboxylic acids, ClCCCS(=O)(=O)OCC(C(C(=O)O)OCC1=CC=C(C=C1)OC)(C)C ((2R/S)-4-[(3-Chloropropyl)sulfonyloxy]-2-[(4-methoxyphenyl)methoxy]-3,3-dimethylbutanoic Acid), C(C(=O)Cl)(=O)Cl (oxalyl chloride), C(C1=CC=CC=C1)O (benzyl alcohol), N1=CC=CC=C1 (pyridine), acid chloride. Solvent: ClCCl (dichloromethane), ClCCl (dichloromethane). Product: ClCCCS(=O)(=O)OCC(C(C(=O)OCC1=CC=CC=C1)OCC1=CC=C(C=C1)OC)(C)C (Phenylmethyl (2R/S)-4-[(3-chloropropyl)sulfonyloxy]-2-[(4-methoxyphenyl)methoxy]-3,3-dimethylbutanoate). Isolated yield 38.4%. RXN SMILES: [Cl:1][CH2:2][CH2:3][CH2:4][S:5]([O:8][CH2:9][C:10]([CH3:26])([CH3:25])[CH:11]([O:15][CH2:16][C:17]1[CH:22]=[CH:21][C:20]([O:23][CH3:24])=[CH:19][CH:18]=1)[C:12]([OH:14])=[O:13])(=[O:7])=[O:6].C(Cl)(=O)C(Cl)=O.[CH2:33](O)[C:34]1[CH:39]=[CH:38][CH:37]=[CH:36][CH:35]=1.N1C=CC=CC=1>ClCCl>[Cl:1][CH2:2][CH2:3][CH2:4][S:5]([O:8][CH2:9][C:10]([CH3:26])([CH3:25])[CH:11]([O:15][CH2:16][C:17]1[CH:22]=[CH:21][C:20]([O:23][CH3:24])=[CH:19][CH:18]=1)[C:12]([O:14][CH2:33][C:34]1[CH:39]=[CH:38][CH:37]=[CH:36][CH:35]=1)=[O:13])(=[O:7])=[O:6]. Reported procedure: Following the general procedure for the preparation of carboxylic esters from carboxylic acids of Description 15, (2R/S)-4-[(3-chloropropyl)sulfonyloxy]-2-[(4-methoxyphenyl)methoxy]-3,3-dimethylbutanoic acid (14) (0.50 g, 1.2 mmol) dissolved in 5 mL of anhydrous dichloromethane (DCM) was reacted with 0.14 mL (0.2 g, 1.5 mmol) of oxalyl chloride. After completion of the reaction, a solution of 0.34 mL of benzyl alcohol (0.25 mL, 0.26 g, 2.4 mmol) and 0.26 mL of pyridine (0.15 g, 1.9 mmol) in dich... The reactants are NC1=NC(=C2N=CN(C2=N1)\C=C\1/C(C1)(CO)CO)NC1CC1 ((Z)-2-Amino-6-cyclopropylamino-9-{[2,2-bis-(hydroxymethyl)-cyclopropylidene]methyl}purine), 2b, C1(CC1)N (cyclopropylamine). Yields the product NC1=NC(=C2N=CN(C2=N1)/C=C\1/C(C1)(CO)CO)NC1CC1 ((E)-2-Amino-6-cyclopropylamino-9-{[2,2-bis-(hydroxymethyl)-cyclopropylidene]methyl}purine). Isolated yield 86.0%. RXN SMILES: [NH2:1][C:2]1[N:10]=[C:9]2[C:5]([N:6]=[CH:7][N:8]2/[CH:11]=[C:12]2\[C:13]([CH2:17][OH:18])([CH2:15][OH:16])[CH2:14]\2)=[C:4]([NH:19][CH:20]2[CH2:22][CH2:21]2)[N:3]=1.C1(N)CC1>>[NH2:1][C:2]1[N:10]=[C:9]2[C:5]([N:6]=[CH:7][N:8]2/[CH:11]=[C:12]2/[C:13]([CH2:17][OH:18])([CH2:15][OH:16])[CH2:14]/2)=[C:4]([NH:19][CH:20]2[CH2:22][CH2:21]2)[N:3]=1. Procedure: The procedure described for the Z-isomer 1h in Example 21 was followed with the E-isomer 2b and cyclopropylamine (0.70 mL, 5 mmol, 50° C., 20 h) to give compound 2h (130 mg, 86%).